This data is from the Open Reaction Database (ORD), a public repository of structured organic reaction records. The task is: describe an organic reaction: reactants, conditions, products, and yield Starting materials: CS(=O)C1(C(NC1)=O)NC(COC1=CC=CC=C1)=O ((3RS)-3-Methylsulphinyl-3-phenoxyacetamido-azetidin-2-one), N (ammonia). Solvent: O1CCCC1 (tetrahydrofuran). Reaction conditions: time 3 day. Yields the product NC1(C(NC1)=O)NC(COC1=CC=CC=C1)=O ((3RS)-3-Amino-3-phenoxyacetamido-azetidin-2-one). As a reaction SMILES: CS([C:4]1([NH:9][C:10](=[O:19])[CH2:11][O:12][C:13]2[CH:18]=[CH:17][CH:16]=[CH:15][CH:14]=2)[CH2:7][NH:6][C:5]1=[O:8])=O.[NH3:20]>O1CCCC1>[NH2:20][C:4]1([NH:9][C:10](=[O:19])[CH2:11][O:12][C:13]2[CH:18]=[CH:17][CH:16]=[CH:15][CH:14]=2)[CH2:7][NH:6][C:5]1=[O:8]. Procedure details: The sulphoxide (26) (186 mg) in dry tetrahydrofuran (6 ml) was treated with dry ammonia gas (14.8 ml) and the mixture stirred at room temperature for 3 days. The solvent was evaporated and the residue chromatographed on silica gel to give the product, (27) (113 mg). Reactants: [N+](=O)([O-])C1=NC=C(C(=C1Br)C)Br (2-nitro-3,5-dibromo-4-methylpyridine), C(C1=CC=CC=C1)(=O)OOC(C1=CC=CC=C1)=O (benzoyl peroxide), BrNC(CCC(=O)N)=O (N-bromosuccinamide). The solvent is C1=CC=CC=C1 (benzene). Reaction conditions: temperature 110 celsius. Product: [N+](=O)([O-])C1=NC=C(C(=C1Br)CBr)Br (2-Nitro-3,5-dibromo-4-bromomethylpyridine). The yield is 33.2%. RXN SMILES: [N+:1]([C:4]1[C:9]([Br:10])=[C:8]([CH3:11])[C:7]([Br:12])=[CH:6][N:5]=1)([O-:3])=[O:2].C(OOC(=O)C1C=CC=CC=1)(=O)C1C=CC=CC=1.[Br:31]NC(=O)CCC(N)=O>C1C=CC=CC=1>[N+:1]([C:4]1[C:9]([Br:10])=[C:8]([CH2:11][Br:31])[C:7]([Br:12])=[CH:6][N:5]=1)([O-:3])=[O:2]. Procedure: To a solution of 2-nitro-3,5-dibromo-4-methylpyridine(10.7 g, 36.15 mmol) in benzene(20 ml) was added benzoyl peroxide(1.0 g, 5.42 mmol) and N-bromosuccinamide(7.75 g, 42.18 mmol). The mixture was stirred at 110° C. and irradiated with a 150-W floodlight for 48 hrs. The solvent was evaporated and chromatography of the resulting solid on silica gel (10%EtOAc/Hexane) gave the desired product(4.5 g, 33%). 1H NMR (CDCl3): δ 8.56 (s, 1H), 4.76 (s, 2H). Starting materials: [OH-].[In+3].[OH-].[OH-] (indium hydroxide), S(O)(O)(=O)=O (sulfuric acid). The product is S(=O)(=O)([O-])[O-].[In+3].S(=O)(=O)([O-])[O-].S(=O)(=O)([O-])[O-].[In+3] (indium sulfate). As a reaction SMILES: [OH-].[In+3:2].[OH-].[OH-].[S:5](=[O:9])(=[O:8])([OH:7])[OH:6]>>[S:5]([O-:9])([O-:8])(=[O:7])=[O:6].[In+3:2].[S:5]([O-:9])([O-:8])(=[O:7])=[O:6].[S:5]([O-:9])([O-:8])(=[O:7])=[O:6].[In+3:2] |f:0.1.2.3,5.6.7.8.9|. Procedure details: Furthermore, Japanese Patent Application Laid-open No. 2002-69684 (hereinafter, referred to as Patent Document 3) discloses an indium recovering method including a step of dissolving an ITO indium-containing scrap with a hydrochloric acid to obtain an indium chloride solution; a step of adding a sodium hydroxide solution into the indium chloride solution to remove tin contained in the scrap as tin hydroxide and further adding a sodium hydroxide solution to obtain indium hydroxide; a step of filt...